This data is from the Open Reaction Database (ORD), a public repository of structured organic reaction records. The task is: describe an organic reaction: reactants, conditions, products, and yield Starting materials: BrC=1C(=NC(=NC1Cl)Cl)Cl (5-bromo-2,4,6-trichloropyrimidine), NC1=CC=C(C#N)C=C1 (4-aminobenzonitrile), C(C)(C)N(CC)C(C)C (diisopropylethylamine). Yields the product BrC=1C(=NC(=NC1Cl)NC1=CC=C(C#N)C=C1)Cl (4-(5-Bromo-4,6-dichloro-pyrimidin-2-ylamino)-benzonitrile). RXN SMILES: [Br:1][C:2]1[C:3]([Cl:10])=[N:4][C:5](Cl)=[N:6][C:7]=1[Cl:8].[NH2:11][C:12]1[CH:19]=[CH:18][C:15]([C:16]#[N:17])=[CH:14][CH:13]=1.C(N(C(C)C)CC)(C)C>>[Br:1][C:2]1[C:3]([Cl:10])=[N:4][C:5]([NH:11][C:12]2[CH:19]=[CH:18][C:15]([C:16]#[N:17])=[CH:14][CH:13]=2)=[N:6][C:7]=1[Cl:8]. Procedure: Drugs of the Future 2005, 30(5): 462-468 discloses that 4-guanidinobenzonitrile is cyclized with diethylmalonate by means of sodium ethoxide to give 4-(4,6-dihydroxypyrimidine-2-yl-amino)-benzonitrile, which upon treatment with POCl3 yields the corresponding dichloro derivative. Further bromination with bromine and sodium bicarbonate in aqueous methanol affords 4-(5-bromo-4,6-dichloropyrimidin-2-ylamine)-benzonitrile, which on condensation with the sodium salt of cyano-2,6-dimethylphenolate in p... Reactants: C(C)(C)(C)OC(=O)N(C)CC=1C=C(C(=O)N[C@@H](CC=2C(=C(C(=O)OC(C)(C)C)C=CC2)OC)B2OC3(C4C(C(CC3O2)C4)(C)C)C)C=CC1CN(C)C(=O)OC(C)(C)C (tert-butyl 3-((2R)-2-(3,4-bis((tert-butoxycarbonyl(methyl)amino)methyl)benzamido)-2-(2,9,9-trimethyl-3,5-dioxa-4-bora-tricyclo[6.1.1.02,6]dec-4-yl)ethyl)-2-methoxybenzoate), B(Cl)(Cl)Cl (BCl3). Procedure: Prepared from tert-butyl 3-((2R)-2-(3,4-bis((tert-butoxycarbonyl(methyl)amino)methyl)benzamido)-2-(2,9,9-trimethyl-3,5-dioxa-4-bora-tricyclo[6.1.1.02,6]dec-4-yl)ethyl)-2-methoxybenzoate and BCl3 following the procedure described in Step 2 of Example 3. The crude product was purified by reverse phase preparative HPLC and dried using lyophilization. ESI-MS m/z 398 (MH)+. Reaction SMILES: C(OC([N:8]([CH2:10][C:11]1[CH:12]=[C:13]([CH:47]=[CH:48][C:49]=1[CH2:50][N:51]([C:53](OC(C)(C)C)=O)C)[C:14]([NH:16][C@H:17]([B:34]1[O:42]C2C(C)(C3CC(C2)C3(C)C)[O:35]1)[CH2:18][C:19]1[C:20](OC)=[C:21]([CH:29]=[CH:30][CH:31]=1)[C:22]([O:24]C(C)(C)C)=[O:23])=[O:15])[CH3:9])=O)(C)(C)C.B(Cl)(Cl)Cl>>[CH3:9][NH:8][CH2:10][C:11]1[CH:12]=[C:13]([CH:47]=[CH:48][C:49]=1[CH2:50][NH:51][CH3:53])[C:14]([NH:16][C@H:17]1[CH2:18][C:19]2[CH:31]=[CH:30][CH:29]=[C:21]([C:22]([OH:24])=[O:23])[C:20]=2[O:42][B:34]1[OH:35])=[O:15]. Yields the product CNCC=1C=C(C(=O)N[C@@H]2B(OC3=C(C2)C=CC=C3C(=O)O)O)C=CC1CNC ((R)-3-(3,4-bis((methylamino)methyl)benzamido)-2-hydroxy-3,4-dihydro-2H-benzo[e][1,2]oxaborinine-8-carboxylic acid). Starting materials: C(#N)C1=CC=C(CN)C=C1 (p-cyanobenzylamine), C1N2CN3CN1CN(C2)C3 (hexamethylenetetramine), O (water). Run in C(C)(=O)O (acetic acid). Reaction conditions: time 8 hour. Product: C(#N)C1=CC=C(C=O)C=C1 (p-cyanobenzaldehyde). Isolated yield 62.0%. Reaction SMILES: [C:1]([C:3]1[CH:10]=[CH:9][C:6]([CH2:7]N)=[CH:5][CH:4]=1)#[N:2].C1N2CN3CN(C2)CN1C3.[OH2:21]>C(O)(=O)C>[C:1]([C:3]1[CH:10]=[CH:9][C:6]([CH:7]=[O:21])=[CH:5][CH:4]=1)#[N:2]. Procedure: 39.6 g of p-cyanobenzylamine, 42.1 g of hexamethylenetetramine, 200 ml of water and 200 ml of acetic acid were mixed and reacted at 100° C. for 2 hours while stirring. The reaction solution was allowed to stand overnight and as a result, scale-like crystals were precipitated. The crystals precipitated were collected by filtration, washed with water and dried to obtain 24.7 g (yield: 62%) of p-cyanobenzaldehyde. The purity was 99.8% or more. The reactants are FC1=C(C=C(C=C1)F)C(C=1C(=CC(=NC1)C(=O)O)C)S(=O)(=O)C1=CC=C(C=C1)F (5-[(2,5-difluorophenyl)[(4-fluorophenyl)sulfonyl]methyl]-4-methylpyridine-2-carboxylic acid), Cl.N[C@@H]1CC[C@H](CC1)O (trans-4-aminocyclohexanol hydrochloride), ON1N=NC2=C1C=CC=C2 (1-hydroxybenzotriazole), Cl.C(C)N=C=NCCCN(C)C (1-ethyl-3-(3-dimethylaminopropyl)carbodiimide hydrochloride), CN1CCOCC1 (4-methylmorpholine). The solvent is C(C)(=O)OCC (Ethyl acetate), C(Cl)Cl (methylene chloride). Run at time 17 hour. The product is FC1=C(C=C(C=C1)F)C(C=1C(=CC(=NC1)C(=O)N[C@@H]1CC[C@H](CC1)O)C)S(=O)(=O)C1=CC=C(C=C1)F (5-[(2,5-Difluorophenyl)[(4-fluorophenyl)sulfonyl]methyl]-N-(trans-4-hydroxycyclohexyl)-4-methylpyridine-2-carboxamide). Isolated yield 91.9%. RXN SMILES: [F:1][C:2]1[CH:7]=[CH:6][C:5]([F:8])=[CH:4][C:3]=1[CH:9]([S:20]([C:23]1[CH:28]=[CH:27][C:26]([F:29])=[CH:25][CH:24]=1)(=[O:22])=[O:21])[C:10]1[C:11]([CH3:19])=[CH:12][C:13]([C:16](O)=[O:17])=[N:14][CH:15]=1.Cl.[NH2:31][C@H:32]1[CH2:37][CH2:36][C@H:35]([OH:38])[CH2:34][CH2:33]1.ON1C2C=CC=CC=2N=N1.Cl.C(N=C=NCCCN(C)C)C.CN1CCOCC1>C(Cl)Cl.C(OCC)(=O)C>[F:1][C:2]1[CH:7]=[CH:6][C:5]([F:8])=[CH:4][C:3]=1[CH:9]([S:20]([C:23]1[CH:28]=[CH:27][C:26]([F:29])=[CH:25][CH:24]=1)(=[O:22])=[O:21])[C:10]1[C:11]([CH3:19])=[CH:12][C:13]([C:16]([NH:31][C@H:32]2[CH2:37][CH2:36][C@H:35]([OH:38])[CH2:34][CH2:33]2)=[O:17])=[N:14][CH:15]=1 |f:1.2,4.5|. Procedure: To a solution of 5-[(2,5-difluorophenyl)[(4-fluorophenyl)sulfonyl]methyl]-4-methylpyridine-2-carboxylic acid (114 mg, 0.271 mmol) obtained in Example 12 in methylene chloride (3 ml), trans-4-aminocyclohexanol hydrochloride (49 mg, 0.325 mmol), 1-hydroxybenzotriazole (37 mg, 0.271 mmol), 1-ethyl-3-(3-dimethylaminopropyl)carbodiimide hydrochloride (62 mg, 0.325 mmol) and 4-methylmorpholine (71 μl, 0.650 mmol) were added, and the mixture was stirred for 17 hours at room temperature. Ethyl acetate w... The product is CCN(C(=O)c1ccc(OC2CC3CCC(C2)N3C)c(F)c1)c1cc(OC)ccc1C1CCc2cc(OC)ccc2C1. Starting materials: O=C([O-])O, CCNc1cc(OC)ccc1C1CCc2cc(OC)ccc2C1, CCN(C(=O)c1ccc(F)c(F)c1)c1cc(OC)ccc1C1CCc2cc(OC)ccc2C1, CN1C2CCC1CC(O)C2, CN(C)C=O, O=C(Cl)c1ccc(F)c(F)c1, [H-], [Na+], [Na+]. As a reaction SMILES: [C:80](=[O:81])([OH:82])[O-:83].[CH2:13]([NH:14][c:15]1[cH:16][c:17]([O:18][CH3:19])[cH:20][cH:21][c:22]1[CH:23]1[CH2:24][CH2:25][c:26]2[c:27]([cH:28][cH:29][c:30]([O:31][CH3:32])[cH:33]2)[CH2:34]1)[CH3:35].[CH2:47]([CH3:48])[N:49]([C:50]([c:51]1[cH:52][c:53]([F:58])[c:54]([F:57])[cH:55][cH:56]1)=[O:59])[c:60]1[c:61]([CH:68]2[CH2:69][c:70]3[cH:71][cH:72][c:73]([O:78][CH3:79])[cH:74][c:75]3[CH2:76][CH2:77]2)[cH:62][cH:63][c:64]([O:66][CH3:67])[cH:65]1.[CH3:3][N:4]1[CH:5]2[CH2:6][CH2:7][CH:8]1[CH2:9][CH:10]([OH:11])[CH2:12]2.[CH3:85][N:86]([CH3:87])[CH:88]=[O:89].[F:36][c:37]1[cH:38][c:39]([C:44]([Cl:45])=[O:46])[cH:40][cH:41][c:42]1[F:43].[H-:1].[Na+:2].[Na+:84]>>[CH3:3][N:4]1[CH:5]2[CH2:6][CH2:7][CH:8]1[CH2:9][CH:10]([O:11][c:54]1[c:53]([F:58])[cH:52][c:51]([C:50]([N:49]([CH2:47][CH3:48])[c:60]3[c:61]([CH:68]4[CH2:69][c:70]5[cH:71][cH:72][c:73]([O:78][CH3:79])[cH:74][c:75]5[CH2:76][CH2:77]4)[cH:62][cH:63][c:64]([O:66][CH3:67])[cH:65]3)=[O:59])[cH:56][cH:55]1)[CH2:12]2. The reagents and catalysts are [Pd] (Pd/C). Isolated yield 96.5%. Reported procedure: A mixture of 1-[3-(2-chloroethoxy)-5-(naphthalene-1-sulfonylmethyl)-4-nitrophenyl]-4-methylpiperazine (0.45 g, 0.85 mmoles) and 10% Pd/C in a 1:1 mixture of THF and methanol was hydrogenated on a Parr hydrogenator at 40 lb/in2 for 20 hours. The reaction mixture was filtered through Celite. The filtrate was diluted with EtOAc, washed with water, dried over Na2SO4, and concentrated under vacuum to afford the title compound as an off white solid (0.4 g, 0.82 mmoles), identified by HNMR and mass spe... Conditions: time 20 hour. Yields the product ClCCOC1=C(C(=CC(=C1)N1CCN(CC1)C)CS(=O)(=O)C1=CC=CC2=CC=CC=C12)N (2-(2-Chloroethoxy)-4-(4-methylpiperazin-1-yl)-6-(naphthalene-1-sulfonylmethyl)phenylamine), solid. Reaction SMILES: [Cl:1][CH2:2][CH2:3][O:4][C:5]1[CH:6]=[C:7]([N:28]2[CH2:33][CH2:32][N:31]([CH3:34])[CH2:30][CH2:29]2)[CH:8]=[C:9]([CH2:14][S:15]([C:18]2[C:27]3[C:22](=[CH:23][CH:24]=[CH:25][CH:26]=3)[CH:21]=[CH:20][CH:19]=2)(=[O:17])=[O:16])[C:10]=1[N+:11]([O-])=O.C1COCC1>[Pd].CO>[Cl:1][CH2:2][CH2:3][O:4][C:5]1[CH:6]=[C:7]([N:28]2[CH2:29][CH2:30][N:31]([CH3:34])[CH2:32][CH2:33]2)[CH:8]=[C:9]([CH2:14][S:15]([C:18]2[C:27]3[C:22](=[CH:23][CH:24]=[CH:25][CH:26]=3)[CH:21]=[CH:20][CH:19]=2)(=[O:17])=[O:16])[C:10]=1[NH2:11]. The solvent is CO (methanol). Reactants: C1CCOC1 (THF), ClCCOC=1C=C(C=C(C1[N+](=O)[O-])CS(=O)(=O)C1=CC=CC2=CC=CC=C12)N1CCN(CC1)C (1-[3-(2-chloroethoxy)-5-(naphthalene-1-sulfonylmethyl)-4-nitrophenyl]-4-methylpiperazine).